This data is from the Open Reaction Database (ORD), a public repository of structured organic reaction records. The task is: describe an organic reaction: reactants, conditions, products, and yield The reactants are FC1=C(C=CC(=C1)F)[C@]([C@@H](C)N1C(N(CC1)C1=CC=C(C=C1)N1N=NN=C1)=O)(CN1N=CN=C1)O (1-[(1R,2R)-2-(2,4-difluorophenyl)-2-hydroxy-1-methyl-3-(1H-1,2,4-triazol-1-yl)propyl]-3-[4-(1H-tetrazol-1-yl)phenyl]-2-imidazolidinone), C(C(C)(C)C)(=O)OCCl (chloromethyl pivalate), C(C)#N (acetonitrile). Solvent: C(C)(C)OC(C)C (diisopropyl ether). Conditions: temperature 100 celsius, time 6.5 hour. Product: [Cl-].FC1=C(C=CC(=C1)F)[C@@](C[NH+]1N=CN(C1)COC(C(C)(C)C)=O)([C@@H](C)N1C(N(CC1)C1=CC=C(C=C1)N1N=NN=C1)=O)O (1-[(2R,3R)-2-(2,4-difluorophenyl)-2-hydroxy-3-[2-oxo-3-[4-(1H-tetrazol-1-yl)phenyl]-1-imidazolidinyl]butyl]-4-[(2,2-dimethylpropanoyloxy)methyl]-1H-1,2,4-triazolium chloride). Yield: 48.6%. Reaction SMILES: [F:1][C:2]1[CH:7]=[C:6]([F:8])[CH:5]=[CH:4][C:3]=1[C@@:9]([OH:35])([CH2:29][N:30]1[CH:34]=[N:33][CH:32]=[N:31]1)[C@H:10]([N:12]1[CH2:16][CH2:15][N:14]([C:17]2[CH:22]=[CH:21][C:20]([N:23]3[CH:27]=[N:26][N:25]=[N:24]3)=[CH:19][CH:18]=2)[C:13]1=[O:28])[CH3:11].[C:36]([O:42][CH2:43][Cl:44])(=[O:41])[C:37]([CH3:40])([CH3:39])[CH3:38].C(#N)C>C(OC(C)C)(C)C>[Cl-:44].[F:1][C:2]1[CH:7]=[C:6]([F:8])[CH:5]=[CH:4][C:3]=1[C@:9]([OH:35])([C@H:10]([N:12]1[CH2:16][CH2:15][N:14]([C:17]2[CH:22]=[CH:21][C:20]([N:23]3[CH:27]=[N:26][N:25]=[N:24]3)=[CH:19][CH:18]=2)[C:13]1=[O:28])[CH3:11])[CH2:29][NH+:30]1[CH2:34][N:33]([CH2:43][O:42][C:36](=[O:41])[C:37]([CH3:40])([CH3:39])[CH3:38])[CH:32]=[N:31]1 |f:4.5|. Reported procedure: A mixture of 1-[(1R,2R)-2-(2,4-difluorophenyl)-2-hydroxy-1-methyl-3-(1H-1,2,4-triazol-1-yl)propyl]-3-[4-(1H-tetrazol-1-yl)phenyl]-2-imidazolidinone(0.5 g), chloromethyl pivalate (15.7 g) and acetonitrile (2.4 g) was stirred for 6.5 hours at 100° C. After having been cooled, the mixture was diluted with diisopropyl ether (10 ml), and the resulting powder was collected by filtration. The powder was subjected to silica gel column chromatography (eluent: ethyl acetate→acetone→acetone/ethanol=10/1→ac... Isolated yield 99.4%. Procedure details: To a suspension of activated zinc dust (4.13 g, 63.2 mmol) in dry THF (100 mL) under argon was added TMS-Cl (3.60 g, 4.24 mL, 33.2 mmol). After 10 minutes ethyl bromodifluoroacetate (7.05 g, 4.49 mL, 34.7 mmol) was added slowly, whereby the temperature was kept below 30° C. (cooling with a waterbath). Then a solution of 3-(benzotriazol-1-ylmethyl-benzyl-amino)-propionic acid ethyl ester (10.69 g, 31.6 mmol) in dry THF (100 mL) was added. The exothermic reaction was kept between 20 and 25° C. wit... Reactants: [Si](C)(C)(C)Cl (TMS-Cl), C(C)OC(CCN(CC1=CC=CC=C1)CN1N=NC2=C1C=CC=C2)=O (3-(benzotriazol-1-ylmethyl-benzyl-amino)-propionic acid ethyl ester), C(=O)(O)[O-].[Na+] (NaHCO3), BrC(C(=O)OCC)(F)F (ethyl bromodifluoroacetate). The product is C(C1=CC=CC=C1)N(CC(C(=O)OCC)(F)F)CCC(=O)OCC (Ethyl 3-(benzyl(3-ethoxy-3-oxopropyl)amino)-2,2-difluoropropanoate). Run at time 12 hour. Reagents/catalysts: [Zn] (zinc). As a reaction SMILES: [Si](Cl)(C)(C)C.Br[C:7]([F:14])([F:13])[C:8]([O:10][CH2:11][CH3:12])=[O:9].[CH2:15]([O:17][C:18](=[O:39])[CH2:19][CH2:20][N:21]([CH2:29]N1C2C=CC=CC=2N=N1)[CH2:22][C:23]1[CH:28]=[CH:27][CH:26]=[CH:25][CH:24]=1)[CH3:16].C([O-])(O)=O.[Na+]>C1COCC1.[Zn]>[CH2:22]([N:21]([CH2:20][CH2:19][C:18]([O:17][CH2:15][CH3:16])=[O:39])[CH2:29][C:7]([F:14])([F:13])[C:8]([O:10][CH2:11][CH3:12])=[O:9])[C:23]1[CH:28]=[CH:27][CH:26]=[CH:25][CH:24]=1 |f:3.4|. Solvent: C1CCOC1 (THF), C1CCOC1 (THF). Starting materials: Cl.N[C@@H](CC1=CC=CC=C1)C(=O)O (L-Phenylalanine hydrochloride), C(C)(C)N(CC)C(C)C (diisopropylethylamine), N=1NN=NC1C1=C(C=CC=C1)C1=CC2=C(N(C=N2)C(C(=O)O)CCCCCC)C=C1 (2-[5-[2-(2H-tetrazol-5-yl)phenyl]-1H-benzimidazol-1-yl]octanoic acid), OC1=CC=CC=2NN=NC21 (hydroxybenzotriazole), C1(CCCCC1)N=C=NC1CCCCC1 (dicyclohexylcarbodiimide). The product is N[C@@H](CC1=CC=CC=C1)C(=O)O (L-phenylalanine). RXN SMILES: Cl.[NH2:2][C@H:3]([C:11]([OH:13])=[O:12])[CH2:4][C:5]1[CH:10]=[CH:9][CH:8]=[CH:7][CH:6]=1.C(N(C(C)C)CC)(C)C.N1NN=NC=1C1C=CC=CC=1C1C=CC2N(C(CCCCCC)C(O)=O)C=NC=2C=1.OC1C2N=NNC=2C=CC=1.C1(N=C=NC2CCCCC2)CCCCC1>>[NH2:2][C@H:3]([C:11]([OH:13])=[O:12])[CH2:4][C:5]1[CH:10]=[CH:9][CH:8]=[CH:7][CH:6]=1 |f:0.1|. Reported procedure: L-Phenylalanine hydrochloride (1.75 mmoles, 380 mg), diisopropylethylamine (1.93 mmoles, 0.34 ml), 2-[5-[2-(2H-tetrazol-5-yl)phenyl]-1H-benzimidazol-1-yl]octanoic acid (1.24 mmoles, 0.50 g), hydroxybenzotriazole (1.36 moles mg) and dicyclohexylcarbodiimide (1.36 mmoles, 280 mg) were reacted as in Example 37. The stereoisomers were separated by chromatography over silica gel eluted which 2% methanol in chloroform. The isomers were hydrolyzed as in Example 37 to yield N-[| -oxo-2-[5-[2-(2H-tetrazo...